This data is from the Open Reaction Database (ORD), a public repository of structured organic reaction records. The task is: describe an organic reaction: reactants, conditions, products, and yield Starting materials: CN(C)C(c1ccccc1)C1CCCCC1=O, COc1ccc(CCl)cc1, [Cl-], [Mg], [NH4+], C1CCOC1. Yields the product COc1ccc(CC2(O)CCCCC2C(c2ccccc2)N(C)C)cc1. As a reaction SMILES: [CH3:12][N:13]([CH3:14])[CH:15]([CH:16]1[C:17](=[O:22])[CH2:18][CH2:19][CH2:20][CH2:21]1)[c:23]1[cH:24][cH:25][cH:26][cH:27][cH:28]1.[CH3:2][O:3][c:4]1[cH:5][cH:6][c:7]([CH2:8][Cl:9])[cH:10][cH:11]1.[Cl-:29].[Mg:1].[NH4+:30].[O:31]1[CH2:32][CH2:33][CH2:34][CH2:35]1>>[CH3:2][O:3][c:4]1[cH:5][cH:6][c:7]([CH2:8][C:17]2([OH:22])[CH:16]([CH:15]([N:13]([CH3:12])[CH3:14])[c:23]3[cH:24][cH:25][cH:26][cH:27][cH:28]3)[CH2:21][CH2:20][CH2:19][CH2:18]2)[cH:10][cH:11]1. Starting materials: C1(CCCCCC1)=NO (cycloheptanone oxime), ClC1=CC(=C(C=C1)C=1CCN(CC1)CCCC(=O)OCC)F (ethyl 4-(4-(4-chloro-2-fluorophenyl)-1,2,3,6-tetrahydropyridin-1-yl)-n-butyrate). Yields the product ClC1=CC(=C(C=C1)C=1CCN(CC1)CCCC1=C2C(=NO1)CCCCC2)F (3-(3-(4-(4-chloro-2-fluorophenyl)-1,2,3,6-tetrahydropyridin-1-yl)propyl)-5,6,7,8-tetrahydro-4H-cyclohepta[c]isoxazole). As a reaction SMILES: [C:1]1(=[N:8][OH:9])[CH2:7][CH2:6][CH2:5][CH2:4][CH2:3][CH2:2]1.[Cl:10][C:11]1[CH:16]=[CH:15][C:14]([C:17]2[CH2:18][CH2:19][N:20]([CH2:23][CH2:24][CH2:25][C:26](OCC)=O)[CH2:21][CH:22]=2)=[C:13]([F:31])[CH:12]=1>>[Cl:10][C:11]1[CH:16]=[CH:15][C:14]([C:17]2[CH2:22][CH2:21][N:20]([CH2:23][CH2:24][CH2:25][C:26]3[O:9][N:8]=[C:1]4[CH2:7][CH2:6][CH2:5][CH2:4][CH2:3][C:2]=34)[CH2:19][CH:18]=2)=[C:13]([F:31])[CH:12]=1. Procedure: By the same reaction and treatment as in Example 48 using cycloheptanone oxime and ethyl 4-(4-(4-chloro-2-fluorophenyl)-1,2,3,6-tetrahydropyridin-1-yl)-n-butyrate, 3-(3-(4-(4-chloro-2-fluorophenyl)-1,2,3,6-tetrahydropyridin-1-yl)propyl)-5,6,7,8-tetrahydro-4H-cyclohepta[c]isoxazole is obtained. Starting materials: CC(C)(C)C(=O)Cl, ClCCl, Cc1ccc2c(c1)NC(=O)C(NC(=O)OC(C)(C)C)CN2, O, c1ccncc1. Yields the product Cc1ccc2c(c1)NC(=O)C(NC(=O)OC(C)(C)C)CN2C(=O)C(C)(C)C. RXN SMILES: [C:22]([C:23]([CH3:24])([CH3:25])[CH3:26])(=[O:27])[Cl:28].[CH2:36]([Cl:37])[Cl:38].[O:1]=[C:2]1[CH:3]([NH:14][C:15](=[O:16])[O:17][C:18]([CH3:19])([CH3:20])[CH3:21])[CH2:4][NH:5][c:6]2[c:7]([cH:9][c:10]([CH3:13])[cH:11][cH:12]2)[NH:8]1.[OH2:35].[cH:29]1[cH:30][cH:31][n:32][cH:33][cH:34]1>>[O:1]=[C:2]1[CH:3]([NH:14][C:15](=[O:16])[O:17][C:18]([CH3:19])([CH3:20])[CH3:21])[CH2:4][N:5]([C:22]([C:23]([CH3:24])([CH3:25])[CH3:26])=[O:27])[c:6]2[c:7]([cH:9][c:10]([CH3:13])[cH:11][cH:12]2)[NH:8]1. Starting materials: CC1(COC2=C1C(=CC=C2)OC2=NC=C(C=N2)NC(=O)[C@@H](CC)NC(OC(C)(C)C)=O)C (1,1-dimethylethyl {(1R)-1-[({2-[(3,3-dimethyl-2,3-dihydro-1-benzofuran-4-yl)oxy]-5-pyrimidinyl}amino)carbonyl]propyl}carbamate), CC1(COC2=C1C(=CC=C2)OC2=NC=C(C=N2)NC(=O)[C@@H](CC)NC(OC(C)(C)C)=O)C (1,1-dimethylethyl {(1R)-1-[({2-[(3,3-dimethyl-2,3-dihydro-1-benzofuran-4-yl)oxy]-5-pyrimidinyl}amino)carbonyl]propyl}carbamate), C(=O)(C(F)(F)F)O (TFA). Solvent: ClCCl (dichloromethane). Reaction conditions: temperature 0 celsius, time 1.5 hour. The product is N[C@@H](C(=O)NC=1C=NC(=NC1)OC1=CC=CC2=C1C(CO2)(C)C)CC ((2R)-2-amino-N-{2-[(3,3-dimethyl-2,3-dihydro-1-benzofuran-4-yl)oxy]-5-pyrimidinyl}butanamide). Isolated yield 88.1%. RXN SMILES: [CH3:1][C:2]1([CH3:32])[C:6]2[C:7]([O:11][C:12]3[N:17]=[CH:16][C:15]([NH:18][C:19]([C@H:21]([NH:24]C(=O)OC(C)(C)C)[CH2:22][CH3:23])=[O:20])=[CH:14][N:13]=3)=[CH:8][CH:9]=[CH:10][C:5]=2[O:4][CH2:3]1.C(O)(C(F)(F)F)=O>ClCCl>[NH2:24][C@H:21]([CH2:22][CH3:23])[C:19]([NH:18][C:15]1[CH:14]=[N:13][C:12]([O:11][C:7]2[C:6]3[C:2]([CH3:1])([CH3:32])[CH2:3][O:4][C:5]=3[CH:10]=[CH:9][CH:8]=2)=[N:17][CH:16]=1)=[O:20]. Reported procedure: To a solution of 1,1-dimethylethyl {(1R)-1-[({2-[(3,3-dimethyl-2,3-dihydro-1-benzofuran-4-yl)oxy]-5-pyrimidinyl}amino)carbonyl]propyl}carbamate (Intermediate 66, 4.4 mg) in dichloromethane (1 ml) cooled to 0° C. TFA (0.019 ml, 0.249 mmol) was added dropwise. The mixture reaction was stirred at 0° C. for 1.5 hours. The solvent and the TFA were evaporated. The mixture was diluted with dichloromethane (5 ml) and neutralized with an aqueous saturated solution of NaHCO3 (5 ml). The organic layer was ... Reactants: C1CCOC1, COC(=O)c1cc(C)c(OCC(c2c3c(nn2-c2ccc(Cl)cc2)CCC3)C2CCCCC2)c(C)c1, CO, Cl, [Li+], [OH-]. Yields the product Cc1cc(C(=O)O)cc(C)c1OCC(c1c2c(nn1-c1ccc(Cl)cc1)CCC2)C1CCCCC1. RXN SMILES: [CH2:40]1[O:41][CH2:42][CH2:43][CH2:44]1.[CH3:1][O:2][C:3]([c:4]1[cH:5][c:6]([CH3:35])[c:7]([O:11][CH2:12][CH:13]([CH:14]2[CH2:15][CH2:16][CH2:17][CH2:18][CH2:19]2)[c:20]2[n:21](-[c:28]3[cH:29][cH:30][c:31]([Cl:34])[cH:32][cH:33]3)[n:22][c:23]3[c:24]2[CH2:25][CH2:26][CH2:27]3)[c:8]([CH3:10])[cH:9]1)=[O:36].[CH3:45][OH:46].[ClH:39].[Li+:37].[OH-:38]>>[O:2]=[C:3]([c:4]1[cH:5][c:6]([CH3:35])[c:7]([O:11][CH2:12][CH:13]([CH:14]2[CH2:15][CH2:16][CH2:17][CH2:18][CH2:19]2)[c:20]2[n:21](-[c:28]3[cH:29][cH:30][c:31]([Cl:34])[cH:32][cH:33]3)[n:22][c:23]3[c:24]2[CH2:25][CH2:26][CH2:27]3)[c:8]([CH3:10])[cH:9]1)[OH:36]. Starting materials: ClC=1C(=CC2=C(N(C(=N2)C(C)O)C2=CC=C(C=C2)CCNC(=O)NS(=O)(=O)C2=CC=C(C=C2)C)C1)C(F)(F)F (N-{[(2-{4-[6-CHLORO-2-(1-HYDROXYETHYL)-5-(TRI FLUOROMETHYL)-1H-BENZIMIDAZOL-1-YL]PHENYL}ETHYL)AMINO]CARBONYL}-4-METHYLBENZENESULFONAMIDE). Reagents/catalysts: O=[Mn]=O (MnO2). Run in C(Cl)Cl (CH2Cl2). Conditions: time 24 hour. The product is C(C)(=O)C1=NC2=C(N1C1=CC=C(C=C1)CCNC(=O)NS(=O)(=O)C1=CC=C(C=C1)C)C=C(C(=C2)C(F)(F)F)Cl (N-{[(2-{4-[2-ACETYL-6-CHLORO-5-(TRIFLUOROMETHYL)-1H-BENZIMIDAZOL-1-YL]PHENYL}ETHYL)AMINO]CARBONYL}-4-METHYLBENZENESULFONAMIDE). The yield is 60.5%. As a reaction SMILES: [Cl:1][C:2]1[C:3]([C:36]([F:39])([F:38])[F:37])=[CH:4][C:5]2[N:9]=[C:8]([CH:10]([OH:12])[CH3:11])[N:7]([C:13]3[CH:18]=[CH:17][C:16]([CH2:19][CH2:20][NH:21][C:22]([NH:24][S:25]([C:28]4[CH:33]=[CH:32][C:31]([CH3:34])=[CH:30][CH:29]=4)(=[O:27])=[O:26])=[O:23])=[CH:15][CH:14]=3)[C:6]=2[CH:35]=1>C(Cl)Cl.O=[Mn]=O>[C:10]([C:8]1[N:7]([C:13]2[CH:18]=[CH:17][C:16]([CH2:19][CH2:20][NH:21][C:22]([NH:24][S:25]([C:28]3[CH:33]=[CH:32][C:31]([CH3:34])=[CH:30][CH:29]=3)(=[O:27])=[O:26])=[O:23])=[CH:15][CH:14]=2)[C:6]2[CH:35]=[C:2]([Cl:1])[C:3]([C:36]([F:38])([F:39])[F:37])=[CH:4][C:5]=2[N:9]=1)(=[O:12])[CH3:11]. Procedure: A solution of 1-[6-chloro-1-[4-(2-chloroethyl)phenyl]-5-(trifluoromethyl)-1H-benzimidazol-2-yl]ethanol (Example 367, step 1, 400 mg, 1 mmol) in CH2Cl2 was added MnO2 (2.7 g, 32 mmol) . The mixture was stirred at room temperature for 24 h. This was directly purified by flash column chromatography eluting with hexane/ethyl acetate (4:1) to afford 350 mg (88%) of the title compound as white solids. The reactants are FCCBr, COC(=O)c1ccc(O)cc1, Cl, [H-], [Na+], CN(C)C=O. Product: COC(=O)c1ccc(OCCF)cc1. As a reaction SMILES: [Br:14][CH2:15][CH2:16][F:17].[CH3:1][O:2][C:3]([c:4]1[cH:5][cH:6][c:7]([OH:10])[cH:8][cH:9]1)=[O:11].[ClH:18].[H-:13].[Na+:12].[O:19]=[CH:20][N:21]([CH3:22])[CH3:23]>>[CH3:1][O:2][C:3]([c:4]1[cH:5][cH:6][c:7]([O:10][CH2:15][CH2:16][F:17])[cH:8][cH:9]1)=[O:11].